describe an organic reaction: reactants, conditions, products, and yield From a dataset of the Open Reaction Database (ORD), a public repository of structured organic reaction records. The reactants are C1C(O1)CO (glycidol), C(C)OCCN (2-ethoxyethylamine). Run in C(C)(C)O (isopropanol), C(C)(C)O (isopropanol). Reaction conditions: time 15 hour. Yields the product C(C)OCCNCC(CO)O (3-(2-Ethoxyethyl)amino-1,2-propanediol). Isolated yield 69.2%. RXN SMILES: [CH2:1]1[O:3][CH:2]1[CH2:4][OH:5].[CH2:6]([O:8][CH2:9][CH2:10][NH2:11])[CH3:7]>C(O)(C)C>[CH2:6]([O:8][CH2:9][CH2:10][NH:11][CH2:1][CH:2]([OH:3])[CH2:4][OH:5])[CH3:7]. Reported procedure: A solution of glycidol (15 g, 0.2 mol) in isopropanol (50 ml) was added dropwise under N2 at 70° C. to a solution of 2-ethoxyethylamine (53 g, 0.6 mol) in isopropanol (125 ml). After 15 hours, the isopropanol was removed under reduced pressure (20 mm) and the residue distilled at 120°-5° C. at 0.4 mm to yield 22.6 g (69%) of 1. Reactants: CCO, Cc1cc(C#N)n(C)n1. The product is Cc1cc(CN)n(C)n1. As a reaction SMILES: [CH3:10][CH2:11][OH:12].[CH3:1][n:2]1[n:3][c:4]([CH3:9])[cH:5][c:6]1[C:7]#[N:8]>>[CH3:1][n:2]1[n:3][c:4]([CH3:9])[cH:5][c:6]1[CH2:7][NH2:8]. Reaction SMILES: [CH:1]1([O:6][C:7]2[CH:8]=[C:9]([CH:12]=[CH:13][C:14]=2[O:15][CH3:16])[CH:10]=O)[CH2:5][CH2:4][CH2:3][CH2:2]1.[C:17]([O:23][CH2:24][CH3:25])(=[O:22])[CH2:18][C:19]([CH3:21])=[O:20].N1CCCCC1.C(O)(=O)C>C1(C)C=CC=CC=1.O>[CH2:24]([O:23][C:17](=[O:22])[C:18]([C:19](=[O:20])[CH3:21])=[CH:10][C:9]1[CH:12]=[CH:13][C:14]([O:15][CH3:16])=[C:7]([O:6][CH:1]2[CH2:5][CH2:4][CH2:3][CH2:2]2)[CH:8]=1)[CH3:25]. Yields the product C(C)OC(C(=CC1=CC(=C(C=C1)OC)OC1CCCC1)C(C)=O)=O (Ethyl-3(3-Cyclopentyloxy-4-methoxyphenyl)-2-acetyl-prop-2-enoate). The solvent is O (water), C1(=CC=CC=C1)C (toluene). Procedure details: A mixture of 3-Cyclopentyloxy-4-methoxybenzaldehyde (7 g, 31.8 mmol), ethyl acetoacetate (4.13 g, 31.8 mmol), piperidine (275 mg, 3.18 mmol) and glacial acetic acid (100 mg) in toluene (350 ml) was heated at reflux with a Dean-Stark trap for 2 days, during which time, at regular intervals, further additions of piperidine (4×275 mg) and glacial acetic acid (4×100 mg) were made. The reaction mixture was then diluted with water and extracted with methylene chloride (3×150 ml), dried over Na2SO4 and... Reactants: N1CCCCC1 (piperidine), C(C)(=O)O (acetic acid), C1(CCCC1)OC=1C=C(C=O)C=CC1OC (3-Cyclopentyloxy-4-methoxybenzaldehyde), C(CC(=O)C)(=O)OCC (ethyl acetoacetate), N1CCCCC1 (piperidine), C(C)(=O)O (acetic acid). The reactants are C(#N)C1=C(C=C(C(=O)NC2=CC=C(C=C2)C(F)(F)F)C=C1)C (4-Cyano-3-methyl-N-(4-trifluoromethyl-phenyl)-benzamide), [H-].[Na+] (Sodium hydride), CI (Methyl iodide). Run in CN(C)C=O (DMF). Reaction conditions: temperature 0 celsius, time 30 minute. Product: C(#N)C1=C(C=C(C(=O)N(C2=CC=C(C=C2)C(F)(F)F)C)C=C1)C (4-Cyano-3,N-dimethyl-N-(4-trifluoromethyl-phenyl)-benzamide). Yield: 94.0%. Reaction SMILES: [C:1]([C:3]1[CH:21]=[CH:20][C:6]([C:7]([NH:9][C:10]2[CH:15]=[CH:14][C:13]([C:16]([F:19])([F:18])[F:17])=[CH:12][CH:11]=2)=[O:8])=[CH:5][C:4]=1[CH3:22])#[N:2].[H-].[Na+].[CH3:25]I>CN(C=O)C>[C:1]([C:3]1[CH:21]=[CH:20][C:6]([C:7]([N:9]([CH3:25])[C:10]2[CH:15]=[CH:14][C:13]([C:16]([F:18])([F:17])[F:19])=[CH:12][CH:11]=2)=[O:8])=[CH:5][C:4]=1[CH3:22])#[N:2] |f:1.2|. Procedure details: 4-Cyano-3-methyl-N-(4-trifluoromethyl-phenyl)-benzamide from Example E118.1 (1.10 g, 3.6 mmol) was dissolved in DMF (10 ml) and cooled down to 0° C. Sodium hydride (60% dispersion in oil, 174 mg, 4.3 mmol) was added and the mixture was stirred for 30 min at room temperature. Methyl iodide (0.27 ml, 4.3 mmol) was added and the mixture was stirred for 20 h. Solvents were removed in vacuo and azeotroped with toluene. The residue was re-dissolved in EtOAc, washed with brine, dried and concentrated i... The reactants are COC(=O)c1ccc(C2=NOC(c3cc(Cl)cc(Cl)c3)(C(F)(F)F)C2)n2cccc12, Cl, [Na+], [OH-]. Yields the product O=C(O)c1ccc(C2=NOC(c3cc(Cl)cc(Cl)c3)(C(F)(F)F)C2)n2cccc12. RXN SMILES: [Cl:1][c:2]1[cH:3][c:4]([C:9]2([C:27]([F:28])([F:29])[F:30])[CH2:10][C:11]([c:14]3[n:15]4[cH:16][cH:17][cH:18][c:19]4[c:20]([C:23](=[O:24])[O:25][CH3:26])[cH:21][cH:22]3)=[N:12][O:13]2)[cH:5][c:6]([Cl:8])[cH:7]1.[ClH:33].[Na+:32].[OH-:31]>>[Cl:1][c:2]1[cH:3][c:4]([C:9]2([C:27]([F:28])([F:29])[F:30])[CH2:10][C:11]([c:14]3[n:15]4[cH:16][cH:17][cH:18][c:19]4[c:20]([C:23](=[O:24])[OH:25])[cH:21][cH:22]3)=[N:12][O:13]2)[cH:5][c:6]([Cl:8])[cH:7]1. Reactants: C(C)OC(CC(=O)OC(C)(C)C)=O (malonic acid tert-butyl ethyl ester), Cu(CH3COO)2, C=O (formaldehyde), [OH-].[Na+] (NaOH). The reagents and catalysts are [OH-].[Na+] (NaOH). Solvent: C(C)(=O)O (acetic acid). Reaction conditions: time 24 hour. Product: C(C)(C)(C)OC(C(C(=O)OCC)=C)=O (Methylenemalonic acid ethyl tert-butyl ester). RXN SMILES: [CH2:1]([O:3][C:4](=[O:13])[CH2:5][C:6]([O:8][C:9]([CH3:12])([CH3:11])[CH3:10])=[O:7])[CH3:2].[CH2:14]=O.[OH-].[Na+]>[OH-].[Na+].C(O)(=O)C>[C:9]([O:8][C:6](=[O:7])[C:5](=[CH2:14])[C:4]([O:3][CH2:1][CH3:2])=[O:13])([CH3:12])([CH3:11])[CH3:10] |f:2.3,4.5|. Reported procedure: This compound employed as the starting material in example 7 is prepared as follows: 10% NaOH (2 drops) is added to malonic acid tert-butyl ethyl ester (20 g). Aqueous 40% formaldehyde (15 ml) is then added very slowly thereto while keeping the temperature of the reaction mixture ≤5° C. and the pH at about 8.5 by means of 10% NaOH. The reaction mixture is then stirred at room temperature for 24 hours. The resulting reaction mixture is acidified by the addition of few drops of glacial acetic acid... The reactants are C1(CCCC1)C[C@@H](C(=O)NC=1SC(=CN1)SCC(=O)O)C1=CC=C(C=C1)S(=O)(=O)C ((R)-{2-[3-cyclopentyl-2-(4-methanesulfonyl-phenyl)-propionylamino]-thiazol-5-ylsulfanyl}-acetic acid), N1CCOCC1 (morpholine). Yields the product C1(CCCC1)C[C@@H](C(=O)NC=1SC(=CN1)SCC(=O)N1CCOCC1)C1=CC=C(C=C1)S(=O)(=O)C ((R)-3-Cyclopentyl-2-(4-methanesulfonyl-phenyl)-N-[5-(2-morpholin-4-yl-2-oxo-ethylsulfanyl)-thiazol-2-yl]-propionamide). RXN SMILES: [CH:1]1([CH2:6][C@H:7]([C:21]2[CH:26]=[CH:25][C:24]([S:27]([CH3:30])(=[O:29])=[O:28])=[CH:23][CH:22]=2)[C:8]([NH:10][C:11]2[S:12][C:13]([S:16][CH2:17][C:18]([OH:20])=O)=[CH:14][N:15]=2)=[O:9])[CH2:5][CH2:4][CH2:3][CH2:2]1.[NH:31]1[CH2:36][CH2:35][O:34][CH2:33][CH2:32]1>>[CH:1]1([CH2:6][C@H:7]([C:21]2[CH:26]=[CH:25][C:24]([S:27]([CH3:30])(=[O:28])=[O:29])=[CH:23][CH:22]=2)[C:8]([NH:10][C:11]2[S:12][C:13]([S:16][CH2:17][C:18]([N:31]3[CH2:36][CH2:35][O:34][CH2:33][CH2:32]3)=[O:20])=[CH:14][N:15]=2)=[O:9])[CH2:5][CH2:4][CH2:3][CH2:2]1. Procedure: The title compound was prepared from (R)-{2-[3-cyclopentyl-2-(4-methanesulfonyl-phenyl)-propionylamino]-thiazol-5-ylsulfanyl}-acetic acid and morpholine as described in Example 12. 1H-NMR (CD3OD): δ 7.92 (d, 2H), 7.67 (d, 2H), 7.48 (s, 1H), 3.96 (t, 1H), 3.64 (s, 2H), 3.63-3.46 (m, 8H), 3.09 (s, 3H), 2.25-2.18 (m, 1H), 1.88-1.75 (m, 3H), 1.64 (m, 3H), 1.50 (m, 2H), 1.17 (m, 2H); HPLC-MS: m/z: 538 (M+1).